Task: describe an organic reaction: reactants, conditions, products, and yield. Dataset: the Open Reaction Database (ORD), a public repository of structured organic reaction records Reactants: C, Cc1oc(-c2ccccc2)nc1CCOc1ccc(C=C(C(=O)OC(C)C)C(=O)OC(C)C)cc1, CO, [Pd]. The product is Cc1oc(-c2ccccc2)nc1CCOc1ccc(CC(C(=O)OC(C)C)C(=O)OC(C)C)cc1. Reaction SMILES: [C:38].[CH3:1][c:2]1[c:3]([CH2:13][CH2:14][O:15][c:16]2[cH:17][cH:18][c:19]([CH:20]=[C:21]([C:22](=[O:23])[O:24][CH:25]([CH3:26])[CH3:27])[C:28](=[O:29])[O:30][CH:31]([CH3:32])[CH3:33])[cH:34][cH:35]2)[n:4][c:5](-[c:7]2[cH:8][cH:9][cH:10][cH:11][cH:12]2)[o:6]1.[CH3:36][OH:37].[Pd:39]>>[CH3:1][c:2]1[c:3]([CH2:13][CH2:14][O:15][c:16]2[cH:17][cH:18][c:19]([CH2:20][CH:21]([C:22](=[O:23])[O:24][CH:25]([CH3:26])[CH3:27])[C:28](=[O:29])[O:30][CH:31]([CH3:32])[CH3:33])[cH:34][cH:35]2)[n:4][c:5](-[c:7]2[cH:8][cH:9][cH:10][cH:11][cH:12]2)[o:6]1. Reactants: BrC1=CC=C(C=C1)NC(C(F)(F)F)=O (N-(4-bromo-phenyl)-2,2,2-trifluoro-acetamide), NC1=NC=C(C(=N1)N)CC=1C=C(C(=C(C1)OS(=O)(=O)CC(C)C)I)OCC (2-methyl-propane-1-sulphonic acid 5-(2,4-diamino-pyrimidin-5-ylmethyl)-3-ethoxy-2-iodo-phenyl ester), tide compound. The product is NC1=CC=C(C=C1)C1=C(C=C(C=C1OCC)CC=1C(=NC(=NC1)N)N)OS(=O)(=O)CC(C)C (2-Methyl-propane-1-sulphonic acid 4′-amino-4-(2,4-diamino-pyrimidin-5-ylmethyl)-6-ethoxy-biphenyl-2-yl ester). RXN SMILES: Br[C:2]1[CH:7]=[CH:6][C:5]([NH:8]C(=O)C(F)(F)F)=[CH:4][CH:3]=1.[NH2:15][C:16]1[N:21]=[C:20]([NH2:22])[C:19]([CH2:23][C:24]2[CH:25]=[C:26]([O:39][CH2:40][CH3:41])[C:27](I)=[C:28]([O:30][S:31]([CH2:34][CH:35]([CH3:37])[CH3:36])(=[O:33])=[O:32])[CH:29]=2)=[CH:18][N:17]=1>>[NH2:8][C:5]1[CH:4]=[CH:3][C:2]([C:27]2[C:26]([O:39][CH2:40][CH3:41])=[CH:25][C:24]([CH2:23][C:19]3[C:20]([NH2:22])=[N:21][C:16]([NH2:15])=[N:17][CH:18]=3)=[CH:29][C:28]=2[O:30][S:31]([CH2:34][CH:35]([CH3:36])[CH3:37])(=[O:32])=[O:33])=[CH:7][CH:6]=1. Procedure details: Starting from 225 mg (0.84 mmol) N-(4-bromo-phenyl)-2,2,2-trifluoro-acetamide and 214 mg (0.42 mmol) 2-methyl-propane-1-sulphonic acid 5-(2,4-diamino-pyrimidin-5-ylmethyl)-3-ethoxy-2-iodo-phenyl ester, 78 mg of the tide compound are obtained as a brown foam after two chromatography operations. The reactants are C=CCCCCCC (1-octene), C(=O)O (formic acid), OO (H2O2). Run in C(C)O (ethanol). Product: C(C(CCCCCC)O)O (1,2-Octanediol). RXN SMILES: [CH2:1]=[CH:2][CH2:3][CH2:4][CH2:5][CH2:6][CH2:7]C.[CH:9]([OH:11])=O.[OH:12]O>C(O)C>[CH2:9]([OH:11])[CH:7]([OH:12])[CH2:6][CH2:5][CH2:4][CH2:3][CH2:2][CH3:1]. Reported procedure: 314 g (2.80 mol) of 1-octene were reacted with 330 g (7.17 mol) of formic acid and 232 g (3.41 mol) of a 50% strength aqueous H2O2 solution in accordance with Example 4. 575 g of ethanol were employed for the Marlon AS3 acid-catalyzed transesterification, and the main fraction obtained after the workup by distillation was >99.5% pure, virtually odorless 1,2-octanediol. Reactants: [I-].[K+] (potassium iodide), ice, N(=O)[O-].[Na+] (sodium nitrite), NC=1C=CC(=C(C1)CC)[N+](=O)[O-] (5-amino-1-ethyl-2-nitrobenzene), NC(=O)N (urea). The solvent is O (H2O), S(O)(O)(=O)=O (sulfuric acid), O (H2O). Run at temperature 50 celsius, time 10 minute. Yields the product C(C)C1=C(C=CC(=C1)I)[N+](=O)[O-] (1-ethyl-5-iodo-2-nitrobenzene). Yield: 57.0%. RXN SMILES: N[C:2]1[CH:3]=[CH:4][C:5]([N+:10]([O-:12])=[O:11])=[C:6]([CH2:8][CH3:9])[CH:7]=1.N([O-])=O.[Na+].NC(N)=O.[I-:21].[K+]>S(=O)(=O)(O)O.O>[CH2:8]([C:6]1[CH:7]=[C:2]([I:21])[CH:3]=[CH:4][C:5]=1[N+:10]([O-:12])=[O:11])[CH3:9] |f:1.2,4.5|. Procedure details: 1.66 g (10 mmol) of 5-amino-1-ethyl-2-nitrobenzene (2) are dissolved in a mixture of 3 ml of conc. sulfuric acid and 20 ml of H2O heated to 50° C. and cooled rapidly in an ice bath. At a temperature below 5° C., the mixture is subjected to diazotisation with 760 mg (11 mmol) of sodium nitrite. After 10 minutes, a pinch of urea from a spatula is added and the mixture stirred for another 5 minutes in the ice bath. This reaction mixture is added to a solution of 2.5 g of potassium iodide (15 mmol) ... Reactants: C(C)(=O)N1CCC2=CC(=CC(=C12)C#N)CC(C)Br (1-acetyl-5-(2-bromopropyl)indoline-7-carbonitrile), C(C)OC1=C(OCCN)C=CC=C1 (2-(2-ethoxyphenoxy)ethylamine), [I-].[K+] (potassium iodide), C1COCCOCCOCCOCCOCCO1 (18-crown-6). Run in O1CCOCC1 (dioxane). The product is C(C)(=O)N1CCC2=CC(=CC(=C12)C#N)CC(C)NCCOC1=C(C=CC=C1)OCC (1-acetyl-5-[2-[2-(2-ethoxyphenoxy)ethylamino] propyl]indoline-7-carbonitrile). The yield is 27.9%. Reaction SMILES: [C:1]([N:4]1[C:12]2[C:7](=[CH:8][C:9]([CH2:15][CH:16](Br)[CH3:17])=[CH:10][C:11]=2[C:13]#[N:14])[CH2:6][CH2:5]1)(=[O:3])[CH3:2].[CH2:19]([O:21][C:22]1[CH:31]=[CH:30][CH:29]=[CH:28][C:23]=1[O:24][CH2:25][CH2:26][NH2:27])[CH3:20].[I-].[K+].C1OCCOCCOCCOCCOCCOC1>O1CCOCC1>[C:1]([N:4]1[C:12]2[C:7](=[CH:8][C:9]([CH2:15][CH:16]([NH:27][CH2:26][CH2:25][O:24][C:23]3[CH:28]=[CH:29][CH:30]=[CH:31][C:22]=3[O:21][CH2:19][CH3:20])[CH3:17])=[CH:10][C:11]=2[C:13]#[N:14])[CH2:6][CH2:5]1)(=[O:3])[CH3:2] |f:2.3|. Procedure: To a solution of 1-acetyl-5-(2-bromopropyl)indoline-7-carbonitrile (300 mg) and 2-(2-ethoxyphenoxy)ethylamine (391 mg) in dioxane (4 ml) were added potassium iodide (17 mg) and 18-crown-6 (26 mg), and the mixture was reacted in a sealed tube at 180° C. for 18 hours. The reaction mixture was concentrated under reduced pressure, and the residue was purified by flash column chromatography on silica gel using a mixture of methylene chloride and methanol (40/1) as eluent to give 111 mg of 1-acetyl-5-... Starting materials: CI, [Cl-], [H-], [Na+], [Na+], C1CCOC1, CCOC(=O)c1c2c3c(cccc3n1C)C(O)CC2. Product: CCOC(=O)c1c2c3c(cccc3n1C)C(OC)CC2. RXN SMILES: [CH3:22][I:23].[Cl-:25].[H-:20].[Na+:21].[Na+:24].[O:26]1[CH2:27][CH2:28][CH2:29][CH2:30]1.[OH:1][CH:2]1[CH2:3][CH2:4][c:5]2[c:6]([C:15](=[O:16])[O:17][CH2:18][CH3:19])[n:7]([CH3:14])[c:8]3[cH:9][cH:10][cH:11][c:12]1[c:13]23>>[O:1]([CH:2]1[CH2:3][CH2:4][c:5]2[c:6]([C:15](=[O:16])[O:17][CH2:18][CH3:19])[n:7]([CH3:14])[c:8]3[cH:9][cH:10][cH:11][c:12]1[c:13]23)[CH3:22]. The reactants are C(=O)O (formic acid), C(=O)=O (carbon dioxide), C(=O)=O (carbon dioxide), [OH-].[Na+] (sodium hydroxide), C(C1=CC=CC=C1)NCCCCCCCCCCCC (N-benzyl-n-dodecylamine), C=O (formaldehyde), Cl (hydrochloric acid). The solvent is O (water), O (water). The product is CN(CC1=CC=CC=C1)CCCCCCCCCCCC (N-methyl-N-benzyl-n-dodecylamine). RXN SMILES: C(O)=O.[CH2:4]([NH:11][CH2:12][CH2:13][CH2:14][CH2:15][CH2:16][CH2:17][CH2:18][CH2:19][CH2:20][CH2:21][CH2:22][CH3:23])[C:5]1[CH:10]=[CH:9][CH:8]=[CH:7][CH:6]=1.C=O.[C:26](=O)=O.Cl.[OH-].[Na+]>O>[CH3:26][N:11]([CH2:12][CH2:13][CH2:14][CH2:15][CH2:16][CH2:17][CH2:18][CH2:19][CH2:20][CH2:21][CH2:22][CH3:23])[CH2:4][C:5]1[CH:10]=[CH:9][CH:8]=[CH:7][CH:6]=1 |f:5.6|. Procedure details: To 8.96 g (0.105 mol.) of commercial formic acid (85~90%) which was cooled by cold water was gradually added 9.5 g (0.035 mol.) of N-benzyl-n-dodecylamine. Then 2.4 ml (0.0525 mol.) of formaldehyde (37%) was added to the mixture and heated at 90°~100° C. After several minutes, carbon dioxide gas generated, during which the mixture was cooled to room temperature. When the evolution of carbon dioxide stopped, the mixture was again refluxed at 90°~100° C. for 8 hours. After completing the reaction,... Reactants: C1(CC1)COC1=C(C=CC=C1OC)/C=C/C=1N=C2N(C(C1I)=O)C=CS2 (7-{(E)-2-[2-(Cyclopropylmethoxy)-3-methoxyphenyl]vinyl}-6-iodo-5H-[1,3]thiazolo[3,2-a]pyrimidin-5-one), C(C(C)C)OC1=C(C=CC=C1OC)/C=C/C=1N=C2N(C(C1)=O)C=CS2 (7-[(E)-2-(2-Isobutoxy-3-methoxyphenyl)vinyl]-5H-[1,3]thiazolo[3,2-a]pyrimidin-5-one), intermediate, IN1C(CCC1=O)=O (N-iodosuccinimide). Solvent: C(C)#N (acetonitrile). Product: IC1=C(N=C2N(C1=O)C=CS2)\C=C\C2=C(C(=CC=C2)OC)OCC(C)C (6-Iodo-7-[(E)-2-(2-isobutoxy-3-methoxyphenyl)vinyl]-5H-[1,3]thiazolo[3,2-a]pyrimidin-5-one). As a reaction SMILES: C(OC1C(OC)=CC=CC=1/C=C/C1N=C2SC=CN2C(=O)C=1)C(C)C.IN1C(=O)CCC1=O.[CH:34]1([CH2:37][O:38][C:39]2[C:44]([O:45][CH3:46])=[CH:43][CH:42]=[CH:41][C:40]=2/[CH:47]=[CH:48]/[C:49]2[N:50]=[C:51]3[S:59][CH:58]=[CH:57][N:52]3[C:53](=[O:56])[C:54]=2[I:55])[CH2:36][CH2:35]1>C(#N)C>[I:55][C:54]1[C:53](=[O:56])[N:52]2[CH:57]=[CH:58][S:59][C:51]2=[N:50][C:49]=1/[CH:48]=[CH:47]/[C:40]1[CH:41]=[CH:42][CH:43]=[C:44]([O:45][CH3:46])[C:39]=1[O:38][CH2:37][CH:34]([CH3:36])[CH3:35]. Procedure details: A solution of Step 1 intermediate (600 mg, 1.683 mmol) was treated with N-iodosuccinimide (416 g, 1.851 mmol) in acetonitrile (10 ml) according to the procedure described in Step 4 of Intermediate 2 to afford 600 mg of the desired compound as a yellow solid; 1H NMR (300 MHz, DMSO-d6) 1.05 (d, J=6.9 Hz, 6H), 2.04-2.08 (m, 1H), 3.71 (d, J=6.3 Hz, 2H), 3.81 (s, 3H), 7.10-7.12 (m, 2H), 7.27-7.30 (m, 1H), 7.48-7.53 (m, 2H), 7.96 (d, J=4.8 Hz, 1H), 8.17 (d, J=15.6 Hz, 1H); ESI-MS (m/z) 483.16 (M+H)+.